This data is from the Open Reaction Database (ORD), a public repository of structured organic reaction records. The task is: describe an organic reaction: reactants, conditions, products, and yield Reactants: OC=1C(=CC=2C(=C3NC4=CC=CC=C4C3=CC2)C1)C(=O)OC1=CC=CC=C1 (phenyl 2-hydroxy-11H-benzo(a)carbazole-3-carboxylate), NC1=CC=CC=C1 (aniline), phenyl ester, NC1=CC=CC=C1 (aniline), HCl ice. Solvent: methyl N-pyrrolidinone. Reaction conditions: temperature 25 celsius. Yields the product anilide, OC=1C(=CC=2C(=C3NC4=CC=CC=C4C3=CC2)C1)C(=O)NC1=CC=CC=C1 (2-hydroxy-11H-benzo(a)carbazole-3-carboxanilide). As a reaction SMILES: [OH:1][C:2]1[C:3]([C:19](OC2C=CC=CC=2)=[O:20])=[CH:4][C:5]2[C:6]([CH:18]=1)=[C:7]1[C:15](=[CH:16][CH:17]=2)C2C(=CC=CC=2)[NH:8]1.[NH2:28][C:29]1[CH:34]=[CH:33][CH:32]=[CH:31][CH:30]=1>>[OH:1][C:2]1[C:3]([C:19]([NH:28][C:29]2[CH:34]=[CH:33][CH:32]=[CH:31][CH:30]=2)=[O:20])=[CH:4][C:5]2[C:6]([CH:18]=1)=[C:7]1[C:15](=[CH:16][CH:17]=2)[C:3]2[C:2](=[CH:18][CH:6]=[CH:5][CH:4]=2)[NH:8]1. Procedure: The aromatic ester is reacted with an aniline in a solvent and heating to form the anilide product. The reaction temperature can be varied to from about 140° C. to about 280° C. or above. Specifically, phenyl 2-hydroxy-11H-benzo(a)carbazole-3-carboxylate can be reacted with aniline in methyl N-pyrrolidinone at about 250° C. The ratio of the phenyl ester to aniline can vary, for example, from about 1:1 equivalent and up to about 20 equivalents. After the reaction is completed, the product mixture...